Dataset: the Open Reaction Database (ORD), a public repository of structured organic reaction records. Task: describe an organic reaction: reactants, conditions, products, and yield Starting materials: C(C)OC1=CC(=C(C=C1)N1C(=C2C(=NN=C(C2=C1C)C)C)C)C=C (6-(4-ethoxy-2-vinyl-phenyl)-1,4,5,7-tetramethyl-6H-pyrrolo[3,4-d]pyridazine), NN (hydrazine). Run in C(C)O (ethanol). Reaction conditions: temperature 90 celsius. Product: C(C)OC1=CC(=C(C=C1)N1C(=C2C(=NN=C(C2=C1C)C)C)C)CC (6-(4-Ethoxy-2-ethyl-phenyl)-1,4,5,7-tetramethyl-6H-pyrrolo[3,4-d]pyridazine). As a reaction SMILES: [CH2:1]([O:3][C:4]1[CH:9]=[CH:8][C:7]([N:10]2[C:18]([CH3:19])=[C:17]3[C:12]([C:13]([CH3:21])=[N:14][N:15]=[C:16]3[CH3:20])=[C:11]2[CH3:22])=[C:6]([CH:23]=[CH2:24])[CH:5]=1)[CH3:2].NN>C(O)C>[CH2:1]([O:3][C:4]1[CH:9]=[CH:8][C:7]([N:10]2[C:11]([CH3:22])=[C:12]3[C:17]([C:16]([CH3:20])=[N:15][N:14]=[C:13]3[CH3:21])=[C:18]2[CH3:19])=[C:6]([CH2:23][CH3:24])[CH:5]=1)[CH3:2]. Reported procedure: To a solution of 6-(4-ethoxy-2-vinyl-phenyl)-1,4,5,7-tetramethyl-6H-pyrrolo[3,4-d]pyridazine (30 mg, 3.0 mmol) in 3 mL of ethanol was added anhydrous hydrazine (20 μL). The resulting reaction solution was refluxed at 90° C. for 90 min. It was allowed to warm to rt and directly condensed in vacuo to afford 6-(4-Ethoxy-2-ethyl-phenyl)-1,4,5,7-tetramethyl-6H-pyrrolo[3,4-d]pyridazine as a light yellow solid: 1H NMR (CDCl3, 500 MHz) δ 7.00 (m, 2H), 6.89 (m, 1H), 4.15 (q, 2H), 2.82 (s, 6H), 2.38 (s, 6... Reactants: COC1=C(OC)C(=O)C(Cc2ccc(OC(C)=O)c(C(=O)N3CCOCC3)c2)=C(C)C1=O, CO, [Na+], O, O=C([O-])O. Yields the product COC1=C(OC)C(=O)C(Cc2ccc(O)c(C(=O)N3CCOCC3)c2)=C(C)C1=O. As a reaction SMILES: [CH3:1][O:2][C:3]1=[C:8]([O:9][CH3:10])[C:7](=[O:11])[C:6]([CH2:12][c:13]2[cH:14][cH:15][c:16]([O:27][C:28](=[O:29])[CH3:30])[c:17]([C:18](=[O:19])[N:20]3[CH2:21][CH2:22][O:23][CH2:24][CH2:25]3)[cH:26]2)=[C:5]([CH3:31])[C:4]1=[O:32].[CH3:38][OH:39].[Na+:33].[OH2:40].[OH:34][C:35](=[O:36])[O-:37]>>[CH3:1][O:2][C:3]1=[C:8]([O:9][CH3:10])[C:7](=[O:11])[C:6]([CH2:12][c:13]2[cH:14][cH:15][c:16]([OH:27])[c:17]([C:18](=[O:19])[N:20]3[CH2:21][CH2:22][O:23][CH2:24][CH2:25]3)[cH:26]2)=[C:5]([CH3:31])[C:4]1=[O:32]. The reactants are O=C([O-])[O-], CI, [K+], [K+], CN(C)C=O, O, O=S(=O)(O)O, Cc1ccc(-n2nc(O)c[n+]2[O-])cc1. Yields the product COc1c[n+]([O-])n(-c2ccc(C)cc2)n1. RXN SMILES: [C:15](=[O:16])([O-:17])[O-:18].[CH3:21][I:22].[K+:19].[K+:20].[O:28]=[CH:29][N:30]([CH3:31])[CH3:32].[OH2:33].[S:23](=[O:24])(=[O:25])([OH:26])[OH:27].[c:1]1([CH3:14])[cH:2][cH:3][c:4](-[n:7]2[n+:8]([O-:13])[cH:9][c:10]([OH:12])[n:11]2)[cH:5][cH:6]1>>[c:1]1([CH3:14])[cH:2][cH:3][c:4](-[n:7]2[n+:8]([O-:13])[cH:9][c:10]([O:12][CH3:15])[n:11]2)[cH:5][cH:6]1.